From a dataset of the Open Reaction Database (ORD), a public repository of structured organic reaction records. describe an organic reaction: reactants, conditions, products, and yield Reactants: CCOC(=O)c1ccc(NC(=O)N(Cc2ccccc2)Cc2ccccc2)cc1, CCO, Cl, [Na+], [OH-]. Reaction SMILES: [CH2:1]([c:2]1[cH:3][cH:4][cH:5][cH:6][cH:7]1)[N:8]([C:9](=[O:10])[NH:11][c:12]1[cH:13][cH:14][c:15]([C:18](=[O:19])[O:20][CH2:21][CH3:22])[cH:16][cH:17]1)[CH2:23][c:24]1[cH:25][cH:26][cH:27][cH:28][cH:29]1.[CH3:33][CH2:34][OH:35].[ClH:32].[Na+:31].[OH-:30]>>[CH2:1]([c:2]1[cH:3][cH:4][cH:5][cH:6][cH:7]1)[N:8]([C:9](=[O:10])[NH:11][c:12]1[cH:13][cH:14][c:15]([C:18](=[O:19])[OH:20])[cH:16][cH:17]1)[CH2:23][c:24]1[cH:25][cH:26][cH:27][cH:28][cH:29]1. Product: O=C(O)c1ccc(NC(=O)N(Cc2ccccc2)Cc2ccccc2)cc1. Starting materials: FC(CCS(=O)(=O)CC#N)(C(C(F)(F)F)(F)F)F ((3,3,4,4,5,5,5-heptafluoro-pentane-1-sulfonyl)-acetonitrile), FC(F)(F)SCCOS(=O)(=O)C(F)(F)F (trifluoro-methanesulfonic acid 2-trifluoromethylsulfanyl-ethyl ester). Yields the product FC(CCS(=O)(=O)C(C#N)CCSC(F)(F)F)(C(C(F)(F)F)(F)F)F (2-(3,3,4,4,5,5,5-Heptafluoro-pentane-1-sulfonyl)-4-trifluoromethylsulfanyl-butyronitrile). RXN SMILES: [F:1][C:2]([F:18])([C:11]([F:17])([F:16])[C:12]([F:15])([F:14])[F:13])[CH2:3][CH2:4][S:5]([CH2:8][C:9]#[N:10])(=[O:7])=[O:6].[F:19][C:20]([S:23][CH2:24][CH2:25]OS(C(F)(F)F)(=O)=O)([F:22])[F:21]>>[F:18][C:2]([F:1])([C:11]([F:16])([F:17])[C:12]([F:15])([F:14])[F:13])[CH2:3][CH2:4][S:5]([CH:8]([CH2:25][CH2:24][S:23][C:20]([F:22])([F:21])[F:19])[C:9]#[N:10])(=[O:6])=[O:7]. Procedure details: Compound II-24 was prepared from (3,3,4,4,5,5,5-heptafluoro-pentane-1-sulfonyl)-acetonitrile and trifluoro-methanesulfonic acid 2-trifluoromethylsulfanyl-ethyl ester as described for compound II-1. Reactants: [NH4+].[Cl-] (NH4Cl), BrC1=CC=C(C=C1)C1=C(C=C(C=C1)F)F (4-bromo-2',4'-difluorobiphenyl), alcoholate, [Mg] (magnesium), C(CC(=O)C)(=O)OCC (ethyl acetoacetate). Solvent: CCOCC (ether), CCOCC (ether). Conditions: time 2 hour. Product: C(C)OC(CC(C)(O)C1=CC=C(C=C1)C1=C(C=C(C=C1)F)F)=O (3-(2',4'-difluoro-4-biphenylyl)-3-hydroxybutyric acid ethyl ester). Reaction SMILES: Br[C:2]1[CH:7]=[CH:6][C:5]([C:8]2[CH:13]=[CH:12][C:11]([F:14])=[CH:10][C:9]=2[F:15])=[CH:4][CH:3]=1.[Mg].[C:17]([O:23][CH2:24][CH3:25])(=[O:22])[CH2:18][C:19]([CH3:21])=[O:20].[NH4+].[Cl-]>CCOCC>[CH2:24]([O:23][C:17](=[O:22])[CH2:18][C:19]([C:2]1[CH:7]=[CH:6][C:5]([C:8]2[CH:13]=[CH:12][C:11]([F:14])=[CH:10][C:9]=2[F:15])=[CH:4][CH:3]=1)([OH:20])[CH3:21])[CH3:25] |f:3.4|. Procedure: A solution of 2',4'-difluoro-4-biphenylylmagnesium bromide, obtained from 2.69 g. of 4-bromo-2',4'-difluorobiphenyl and 0.24 g. of magnesium in 100 ml. of ether, is added dropwise at 20° to a stirred solution of 1.3 g. of ethyl acetoacetate in 40 ml. of ether. The mixture is stirred for 2 hours more and the resulting alcoholate is decomposed with ice and saturated NH4Cl solution. The ether phase is dried and evaporated to give 3-(2',4'-difluoro-4-biphenylyl)-3-hydroxybutyric acid ethyl ester, m....